Dataset: the Open Reaction Database (ORD), a public repository of structured organic reaction records. Task: describe an organic reaction: reactants, conditions, products, and yield Starting materials: [BH4-], Cc1cc(N)ccc1Br, C1CCOC1, CNC(=O)c1cc(C=O)ccn1, Cc1cc(NC(=O)c2sccc2N)ccc1Br, [Na+], [Na+], [OH-], O, O=S(=O)(O)O. Yields the product CNC(=O)c1cc(CNc2ccsc2C(=O)Nc2ccc(Br)c(C)c2)ccn1. As a reaction SMILES: [BH4-:44].[Br:18][c:19]1[cH:20][cH:21][c:22]([NH2:23])[cH:24][c:25]1[CH3:26].[CH2:48]1[O:49][CH2:50][CH2:51][CH2:52]1.[CH3:27][NH:28][C:29](=[O:30])[c:31]1[n:32][cH:33][cH:34][c:35]([CH:37]=[O:38])[cH:36]1.[NH2:1][c:2]1[c:3]([C:7](=[O:8])[NH:9][c:10]2[cH:11][c:12]([CH3:17])[c:13]([Br:16])[cH:14][cH:15]2)[s:4][cH:5][cH:6]1.[Na+:45].[Na+:47].[OH-:46].[OH2:53].[S:39](=[O:40])(=[O:41])([OH:42])[OH:43]>>[NH:1]([c:2]1[c:3]([C:7](=[O:8])[NH:9][c:10]2[cH:11][c:12]([CH3:17])[c:13]([Br:16])[cH:14][cH:15]2)[s:4][cH:5][cH:6]1)[CH2:37][c:35]1[cH:34][cH:33][n:32][c:31]([C:29]([NH:28][CH3:27])=[O:30])[cH:36]1. Reactants: step-iii, FC=1C=C(CN2N=CC(=C2)C2=CN(C3=NC=C(C=C32)C3=CC(=C(C=C3)NS(=O)(=O)C)OC)S(=O)(=O)C3=CC=C(C)C=C3)C=C(C1)F (N-(4-(3-(1-(3,5-difluorobenzyl)-1H-pyrazol-4-yl)-1-tosyl-1H-pyrrolo[2,3-b]pyridin-5-yl)-2-methoxyphenyl)methane sulfonamide), [OH-].[Li+] (lithium hydroxide). The solvent is C1CCOC1.CO.O (THF methanol water). The product is FC=1C=C(CN2N=CC(=C2)C2=CNC3=NC=C(C=C32)C3=CC(=C(C=C3)NS(=O)(=O)C)OC)C=C(C1)F (N-(4-(3-(1-(3,5-difluorobenzyl)-1H-pyrazol-4-yl)-1H-pyrrolo[2,3-b]pyridin-5-yl)-2-methoxy phenyl)methanesulfonamide). The yield is 53.3%. RXN SMILES: [F:1][C:2]1[CH:3]=[C:4]([CH:43]=[C:44]([F:46])[CH:45]=1)[CH2:5][N:6]1[CH:10]=[C:9]([C:11]2[C:19]3[C:14](=[N:15][CH:16]=[C:17]([C:20]4[CH:25]=[CH:24][C:23]([NH:26][S:27]([CH3:30])(=[O:29])=[O:28])=[C:22]([O:31][CH3:32])[CH:21]=4)[CH:18]=3)[N:13](S(C3C=CC(C)=CC=3)(=O)=O)[CH:12]=2)[CH:8]=[N:7]1.[OH-].[Li+]>C1COCC1.CO.O>[F:46][C:44]1[CH:43]=[C:4]([CH:3]=[C:2]([F:1])[CH:45]=1)[CH2:5][N:6]1[CH:10]=[C:9]([C:11]2[C:19]3[C:14](=[N:15][CH:16]=[C:17]([C:20]4[CH:25]=[CH:24][C:23]([NH:26][S:27]([CH3:30])(=[O:29])=[O:28])=[C:22]([O:31][CH3:32])[CH:21]=4)[CH:18]=3)[NH:13][CH:12]=2)[CH:8]=[N:7]1 |f:1.2,3.4.5|. Procedure: Using similar reaction conditions as described in step-iii of example-1, N-(4-(3-(1-(3,5-difluorobenzyl)-1H-pyrazol-4-yl)-1-tosyl-1H-pyrrolo[2,3-b]pyridin-5-yl)-2-methoxyphenyl)methane sulfonamide (95 mg, 0.14 mmol) was hydrolyzed by lithium hydroxide (18 mg, 0.42 mmol) in THF/methanol/water (2/2/1 ml) to yield 38 mg (52.1% yield) of the titled compound after purification by preparative TLC (Silicagel-1000 micron) using 5% methanol in chloroform as eluent. 1H NMR (DMSO-d6, 300 MHz): δ 11.8 (s, 1... Reactants: [H-].[Al+3].[Li+].[H-].[H-].[H-] (Lithium aluminium hydride), [OH-].[Na+] (sodium hydroxide), COC(CC1(CCN(CC1)C=1SC2=C(N1)C=CC(=C2)Cl)CC)=O ([1-(6-chlorobenzothiazole-2-yl)-4-ethyl piperidine-4-yl]acetic acid methyl ester), O (water), O (water). Run in O1CCCC1 (tetrahydrofuran), O1CCCC1 (tetrahydrofuran). Conditions: temperature 0 celsius, time 1 hour. Product: ClC1=CC2=C(N=C(S2)N2CCC(CC2)(CC)CCO)C=C1 (2-[1-(6-chlorobenzothiazole-2-yl)-4-ethyl piperidine-4-yl]ethanol). The yield is 91.3%. As a reaction SMILES: [H-].[Al+3].[Li+].[H-].[H-].[H-].C[O:8][C:9](=O)[CH2:10][C:11]1([CH2:27][CH3:28])[CH2:16][CH2:15][N:14]([C:17]2[S:18][C:19]3[CH:25]=[C:24]([Cl:26])[CH:23]=[CH:22][C:20]=3[N:21]=2)[CH2:13][CH2:12]1.O.[OH-].[Na+]>O1CCCC1>[Cl:26][C:24]1[CH:23]=[CH:22][C:20]2[N:21]=[C:17]([N:14]3[CH2:15][CH2:16][C:11]([CH2:10][CH2:9][OH:8])([CH2:27][CH3:28])[CH2:12][CH2:13]3)[S:18][C:19]=2[CH:25]=1 |f:0.1.2.3.4.5,8.9|. Procedure: Lithium aluminium hydride (202 mg) was suspended in tetrahydrofuran (10 mL). A solution of [1-(6-chlorobenzothiazole-2-yl)-4-ethyl piperidine-4-yl]acetic acid methyl ester (940 mg) in tetrahydrofuran (10 mL) was added thereto at 0° C. After stirring at 0° C. for 1 hour, to the reaction solution were sequentially added water (0.2 mL), 10% sodium hydroxide (0.2 mL) and water (0.6 mL). The insoluble material was filtrated and the filtrate was extracted with ethyl acetate. The organic layer was wash... Starting materials: C(C)(C)OC(=O)N=NC(=O)OC(C)C (azodicarboxylic acid diisopropyl ester), C1(=CC=CC=C1)P(C1=CC=CC=C1)C1=CC=CC=C1 (triphenylphosphine), OC1=CC=C(C=C1)C1CC(CCC1)=O (3-(4-hydroxyphenyl)cyclohexanone), ClC1=C(OCCCO)C(=CC(=C1)OCC=C(Cl)Cl)Cl (3-[2,6-dichloro-4-(3,3-dichloro-allyloxy)-phenoxy]-propan-1-ol). The solvent is O1CCCC1 (tetrahydrofuran), O1CCCC1 (tetrahydrofuran). Run at time 30 minute. Product: ClC1=C(OCCCOC2=CC=C(C=C2)C2CC(CCC2)=O)C(=CC(=C1)OCC=C(Cl)Cl)Cl (3-(4-{3-[2,6-Dichloro-4-(3,3-dichloro-allyloxy)-phenoxy]-propoxy}-phenyl)-cyclohexanone). As a reaction SMILES: C(OC(N=NC(OC(C)C)=O)=O)(C)C.C1(P(C2C=CC=CC=2)C2C=CC=CC=2)C=CC=CC=1.[OH:34][C:35]1[CH:40]=[CH:39][C:38]([CH:41]2[CH2:46][CH2:45][CH2:44][C:43](=[O:47])[CH2:42]2)=[CH:37][CH:36]=1.[Cl:48][C:49]1[CH:59]=[C:58]([O:60][CH2:61][CH:62]=[C:63]([Cl:65])[Cl:64])[CH:57]=[C:56]([Cl:66])[C:50]=1[O:51][CH2:52][CH2:53][CH2:54]O>O1CCCC1>[Cl:48][C:49]1[CH:59]=[C:58]([O:60][CH2:61][CH:62]=[C:63]([Cl:65])[Cl:64])[CH:57]=[C:56]([Cl:66])[C:50]=1[O:51][CH2:52][CH2:53][CH2:54][O:34][C:35]1[CH:36]=[CH:37][C:38]([CH:41]2[CH2:46][CH2:45][CH2:44][C:43](=[O:47])[CH2:42]2)=[CH:39][CH:40]=1. Reported procedure: 0.39 ml of azodicarboxylic acid diisopropyl ester is added at 0° C. to 0.52 g of triphenylphosphine in 20 ml of tetrahydrofuran. After 30 minutes, 289 mg of 3-(4-hydroxyphenyl)cyclohexanone and 554 mg of 3-[2,6-dichloro-4-(3,3-dichloro-allyloxy)-phenoxy]-propan-1-ol in 10 ml of tetrahydrofuran are added dropwise thereto. After 24 hours at room temperature, the reaction mixture is concentrated and the residue is purified over silica gel. 3-(4-{3-[2,6-Dichloro-4-(3,3-dichloro-allyloxy)-phenoxy]-pr... Reactants: Cl.OC1=C(NS(=O)(=O)C)C=C(C=C1)C(CNC(C)C)OC(C)C (2'-hydroxy-5'-[1-isopropoxy-2-(isopropylamino)ethyl]methanesulfonanilide hydrochloride), Cl.CS(=O)(=O)NC1=CC=CC=C1 (methanesulfonanilide hydrochloride). Run in C(C)O (ethanol), C(C)O (ethanol). Yields the product Cl.OC1=C(NS(=O)(=O)C)C=C(C=C1)C(CNC(C)C)OCC (2'-hydroxy-5'-[1-ethoxy-2-(isopropylamino)ethyl]methanesulfonanilide hydrochloride). RXN SMILES: [ClH:1].CS(NC1C=CC=CC=1)(=O)=O.Cl.[OH:14][C:15]1[CH:25]=[CH:24][C:23]([CH:26]([O:32][CH:33](C)[CH3:34])[CH2:27][NH:28][CH:29]([CH3:31])[CH3:30])=[CH:22][C:16]=1[NH:17][S:18]([CH3:21])(=[O:20])=[O:19]>C(O)C>[ClH:1].[OH:14][C:15]1[CH:25]=[CH:24][C:23]([CH:26]([O:32][CH2:33][CH3:34])[CH2:27][NH:28][CH:29]([CH3:30])[CH3:31])=[CH:22][C:16]=1[NH:17][S:18]([CH3:21])(=[O:20])=[O:19] |f:0.1,2.3,5.6|. Procedure: A 1-g sample of 2'-hydroxy-5'-[1-chloro-2-isopropylamino)ethyl]methanesulfonanilide hydrochloride is added to 10 mL of absolute ethanol and heated at reflux for 30 minutes. The mixture is evaporated to dryness, and the residue is washed with ethyl ether thus yielding the product compound. The same procedure is used to prepare 2'-hydroxy-5'-[1-isopropoxy-2-(isopropylamino)ethyl]methanesulfonanilide hydrochloride, m.p. 121-123, by substituting isopropanol for ethanol in the above reaction.